Dataset: the Open Reaction Database (ORD), a public repository of structured organic reaction records. Task: describe an organic reaction: reactants, conditions, products, and yield Starting materials: Oc1ccnc2c(F)cc(F)cc12, CN(C)C=O, BrP(Br)Br. The product is Fc1cc(F)c2nccc(Br)c2c1. As a reaction SMILES: [F:1][c:2]1[cH:3][c:4]2[c:5]([OH:13])[cH:6][cH:7][n:8][c:9]2[c:10]([F:12])[cH:11]1.[O:18]=[CH:19][N:20]([CH3:21])[CH3:22].[P:14]([Br:15])([Br:16])[Br:17]>>[F:1][c:2]1[cH:3][c:4]2[c:5]([Br:15])[cH:6][cH:7][n:8][c:9]2[c:10]([F:12])[cH:11]1.